describe an organic reaction: reactants, conditions, products, and yield From a dataset of the Open Reaction Database (ORD), a public repository of structured organic reaction records. Reactants: ClC1=NC=NC(=C1I)CC (4-chloro-5-iodo-6-ethylpyrimidine), C[Si]([C@H]1CC[C@H](CC1)N)(C)C (cis-4-trimethylsilylcyclohexylamine). Yields the product C(C)C1(C(=CN=CN1)I)N[C@@H]1CC[C@@H](CC1)[Si](C)(C)C (6-Ethyl-5-iodo-6-(cis-4-trimethylsilylcyclohexylamino)pyrimidine). As a reaction SMILES: Cl[C:2]1[C:7]([I:8])=[C:6]([CH2:9][CH3:10])[N:5]=[CH:4][N:3]=1.[CH3:11][Si:12]([CH3:21])([CH3:20])[C@@H:13]1[CH2:18][CH2:17][C@H:16]([NH2:19])[CH2:15][CH2:14]1>>[CH2:9]([C:6]1([NH:19][C@H:16]2[CH2:15][CH2:14][C@@H:13]([Si:12]([CH3:21])([CH3:20])[CH3:11])[CH2:18][CH2:17]2)[NH:5][CH:4]=[N:3][CH:2]=[C:7]1[I:8])[CH3:10]. Procedure: Prepared as in Example 1 from 4-chloro-5-iodo-6-ethylpyrimidine and cis-4-trimethylsilylcyclohexylamine (yellow oil). The following compounds were further prepared analogously: Starting materials: [Li]CCCC, COC(=O)Cc1ccc(S(C)(=O)=O)cc1, CN1CCCN(C)C1=O, CC(C)NC(C)C, ICC1CCCC1OC1CCCCO1, C1CCOC1. Reaction SMILES: [CH2:8]([Li:9])[CH2:10][CH2:11][CH3:12].[CH3:13][O:14][C:15]([CH2:16][c:17]1[cH:18][cH:19][c:20]([S:23](=[O:24])(=[O:25])[CH3:26])[cH:21][cH:22]1)=[O:27].[CH3:47][N:48]1[CH2:49][CH2:50][CH2:51][N:52]([CH3:53])[C:54]1=[O:55].[CH:1]([NH:2][CH:3]([CH3:4])[CH3:5])([CH3:6])[CH3:7].[I:28][CH2:29][CH:30]1[CH:31]([O:35][CH:36]2[O:37][CH2:38][CH2:39][CH2:40][CH2:41]2)[CH2:32][CH2:33][CH2:34]1.[O:42]1[CH2:43][CH2:44][CH2:45][CH2:46]1>>[CH3:13][O:14][C:15]([CH:16]([c:17]1[cH:18][cH:19][c:20]([S:23](=[O:24])(=[O:25])[CH3:26])[cH:21][cH:22]1)[CH2:29][CH:30]1[CH:31]([O:35][CH:36]2[O:37][CH2:38][CH2:39][CH2:40][CH2:41]2)[CH2:32][CH2:33][CH2:34]1)=[O:27]. Product: COC(=O)C(CC1CCCC1OC1CCCCO1)c1ccc(S(C)(=O)=O)cc1. Run in Cl (HCl). Product: N12CC(C(CC1)CC2)CC(=O)O (2-(quinuclidin-3-yl)acetic acid). Conditions: temperature 70 celsius, time 18 hour. Reactants: N12CC(C(CC1)CC2)CC(=O)OC (methyl 2-(quinuclidin-3-yl)acetate). Reported procedure: A mixture of methyl 2-(quinuclidin-3-yl)acetate (1.1 g, 6.0 mmol) and 50 mL of conc. HCl [12M] was stirred at 70° C. for 18 h. The reaction mixture was concentrated under reduced pressure to afford crude 2-(quinuclidin-3-yl)acetic acid, which was used without purification in the next step (900 mg, 86%). Reaction SMILES: [N:1]12[CH2:8][CH2:7][CH:4]([CH2:5][CH2:6]1)[CH:3]([CH2:9][C:10]([O:12]C)=[O:11])[CH2:2]2>Cl>[N:1]12[CH2:8][CH2:7][CH:4]([CH2:5][CH2:6]1)[CH:3]([CH2:9][C:10]([OH:12])=[O:11])[CH2:2]2. The reactants are COC(=O)C1C(C2=C(CN1CC1=C(C=C(C=C1)OC)OC)N=C(O2)C2=CC=CC=C2)=O (5-(2,4-Dimethoxy-benzyl)-7-oxo-2-phenyl-4,5,6,7-tetrahydro-oxazolo[4,5-c]pyridine-6-carboxylic acid methyl ester), S(=O)(Cl)Cl (thionyl chloride). Solvent: ClCCl (dichloromethane). Conditions: time 5 hour. Product: COC(=O)C1=C(C2=C(C=N1)N=C(O2)C2=CC=CC=C2)O (7-Hydroxy-2-phenyl-oxazolo[4,5-c]pyridine-6-carboxylic acid methyl ester). Isolated yield 29.7%. Reaction SMILES: [CH3:1][O:2][C:3]([CH:5]1[N:10](CC2C=CC(OC)=CC=2OC)[CH2:9][C:8]2[N:22]=[C:23]([C:25]3[CH:30]=[CH:29][CH:28]=[CH:27][CH:26]=3)[O:24][C:7]=2[C:6]1=[O:31])=[O:4].S(Cl)(Cl)=O>ClCCl>[CH3:1][O:2][C:3]([C:5]1[N:10]=[CH:9][C:8]2[N:22]=[C:23]([C:25]3[CH:26]=[CH:27][CH:28]=[CH:29][CH:30]=3)[O:24][C:7]=2[C:6]=1[OH:31])=[O:4]. Procedure details: 5-(2,4-Dimethoxy-benzyl)-7-oxo-2-phenyl-4,5,6,7-tetrahydro-oxazolo[4,5-c]pyridine-6-carboxylic acid methyl ester (1.05 g, 2.49 mmol), was dissolved in 17 mL of anhydrous dichloromethane. To the solution was added 272 μL of thionyl chloride, and the reaction was stirred for 5 hours. The solution was filtered on a fine glass frit filter to collect a white solid precipitate. The solid was washed twice with cold dichloromethane and then partitioned between saturated sodium bicarbonate solution and e... Starting materials: O=CO, CC1CN(c2ccc(Cl)c(Cl)c2)N=C1NC=O, O. Yields the product CC1CN(c2ccc(Cl)cc2)N=C1NC=O. Reaction SMILES: [CH:1]([OH:2])=[O:3].[Cl:4][c:5]1[cH:6][c:7]([N:12]2[N:13]=[C:14]([NH:18][CH:19]=[O:20])[CH:15]([CH3:17])[CH2:16]2)[cH:8][cH:9][c:10]1[Cl:11].[OH2:21]>>[cH:5]1[cH:6][c:7]([N:12]2[N:13]=[C:14]([NH:18][CH:19]=[O:20])[CH:15]([CH3:17])[CH2:16]2)[cH:8][cH:9][c:10]1[Cl:11]. Run at temperature -45 celsius, time 12 hour. The reactants are ClS(=O)(=O)N=C=O (Chlorosulfonyl isocyanate), [OH-].[Na+] (sodium hydroxide), CN1C(=CC=C1)C=O (1-Methylpyrrole-2-carbaldehyde), CN(C=O)C (dimethylformamide). RXN SMILES: [CH3:1][N:2]1[CH:6]=[CH:5][CH:4]=[C:3]1[CH:7]=[O:8].ClS([N:13]=[C:14]=O)(=O)=O.CN(C)C=O.[OH-].[Na+]>C(#N)C>[C:14]([C:5]1[CH:4]=[C:3]([CH:7]=[O:8])[N:2]([CH3:1])[CH:6]=1)#[N:13] |f:3.4|. Yield: 35.0%. Run in C(C)#N (acetonitrile), C(C)#N (acetonitrile). Reported procedure: 1-Methylpyrrole-2-carbaldehyde (10 g, 91.6 mmol) was dissolved in acetonitrile (100 ml) and cooled to −45° C. Chlorosulfonyl isocyanate (38.9 g, 274.9 mmol) in acetonitrile (40 ml) was added dropwise in the course of 40 minutes. The mixture was subsequently stirred for 12 hours at room temperature. After dropwise addition of dimethylformamide (35 ml), the mixture was warmed to 50° C. for 1 hour. After cooling to room temperature, the reaction mixture was poured onto ice (200 ml) and 2N sodium hy... Product: C(#N)C=1C=C(N(C1)C)C=O (4-cyano-1-methylpyrrole-2-carbaldehyde). The reactants are ClC1=CC=C(C=C1)C#CC1=CC=C(CN(C=2C=CC(=C(C(=O)O)C2)O)C(CCC2=CC=CC=C2)=O)C=C1 (5-[{4-[(4-chlorophenyl)ethynyl]benzyl}(3-phenylpropanoyl)amino]-2-hydroxybenzoic acid), CNC[C@H](O)[C@@H](O)[C@H](O)[C@H](O)CO (N-methyl-D-glucamine). Product: CNC[C@H](O)[C@@H](O)[C@H](O)[C@H](O)CO.ClC1=CC=C(C=C1)C#CC1=CC=C(CN(C=2C=CC(=C(C(=O)O)C2)O)C(CCC2=CC=CC=C2)=O)C=C1 (5-[{4-[(4-chlorophenyl)ethynyl]benzyl}(3-phenylpropanoyl)amino]-2-hydroxybenzoic acid N-methyl-D-glucamine). Procedure: The titled compound was prepared following the procedure D using 5-[{4-[(4-chlorophenyl)ethynyl]benzyl}(3-phenylpropanoyl)amino]-2-hydroxybenzoic acid and N-methyl-D-glucamine as a white powder (50%). M− (ESI): 508; M+ (ESI): 509.9. HPLC, Rt: 5.17 min (Purity: 98.2%). As a reaction SMILES: [Cl:1][C:2]1[CH:7]=[CH:6][C:5]([C:8]#[C:9][C:10]2[CH:37]=[CH:36][C:13]([CH2:14][N:15]([C:26](=[O:35])[CH2:27][CH2:28][C:29]3[CH:34]=[CH:33][CH:32]=[CH:31][CH:30]=3)[C:16]3[CH:17]=[CH:18][C:19]([OH:25])=[C:20]([CH:24]=3)[C:21]([OH:23])=[O:22])=[CH:12][CH:11]=2)=[CH:4][CH:3]=1.[CH3:38][NH:39][CH2:40][C@@H:41]([C@H:43]([C@@H:45]([C@@H:47]([CH2:49][OH:50])[OH:48])[OH:46])[OH:44])[OH:42]>>[CH3:38][NH:39][CH2:40][C@@H:41]([C@H:43]([C@@H:45]([C@@H:47]([CH2:49][OH:50])[OH:48])[OH:46])[OH:44])[OH:42].[Cl:1][C:2]1[CH:3]=[CH:4][C:5]([C:8]#[C:9][C:10]2[CH:11]=[CH:12][C:13]([CH2:14][N:15]([C:26](=[O:35])[CH2:27][CH2:28][C:29]3[CH:34]=[CH:33][CH:32]=[CH:31][CH:30]=3)[C:16]3[CH:17]=[CH:18][C:19]([OH:25])=[C:20]([CH:24]=3)[C:21]([OH:23])=[O:22])=[CH:36][CH:37]=2)=[CH:6][CH:7]=1 |f:2.3|. Reactants: O=C1CC(CCC1)C(=O)O (3-ketocyclohexanecarboxlic acid), C1(=CC=CC=C1)NN (phenyihydrazine), Cl (HCl). Solvent: O (water), C(C)(=O)O (acetic acid). Yields the product C1C(CCC=2C3=CC=CC=C3NC12)C(=O)O (1,2,3,4-tetrahydrocarbazole-2-carboxylic acid). Isolated yield 75.4%. Reaction SMILES: O=[C:2]1[CH2:7][CH2:6][CH2:5][CH:4]([C:8]([OH:10])=[O:9])[CH2:3]1.[C:11]1([NH:17]N)[CH:16]=[CH:15][CH:14]=[CH:13][CH:12]=1.Cl>C(O)(=O)C.O>[CH2:3]1[C:2]2[NH:17][C:11]3[C:12](=[CH:13][CH:14]=[CH:15][CH:16]=3)[C:7]=2[CH2:6][CH2:5][CH:4]1[C:8]([OH:10])=[O:9]. Procedure: A mixture of 3-ketocyclohexanecarboxlic acid (4.78 g, 33.9 mmol) and phenyihydrazine (3.66 g, 40 mmol) in 35 mL of acetic acid was heated under reflux for one hour, then cooled, diluted with water and acidified with HCl. The resultant solid was collected by filtration, washed with water and dried to give 5.5 g of the title compound as a crystalline solid. The product is [N-]=[N+]=NCC1CC1c1cccc2c1CCO2. As a reaction SMILES: [CH3:1][S:2]([O:3][CH2:6][CH:7]1[CH:8]([c:10]2[cH:11][cH:12][cH:13][c:14]3[c:15]2[CH2:16][CH2:17][O:18]3)[CH2:9]1)(=[O:4])=[O:5].[CH3:23][N:24]([CH3:25])[CH:26]=[O:27].[Cl:28][CH2:29][Cl:30].[N-:20]=[N+:21]=[N-:22].[Na+:19]>>[CH2:6]([CH:7]1[CH:8]([c:10]2[cH:11][cH:12][cH:13][c:14]3[c:15]2[CH2:16][CH2:17][O:18]3)[CH2:9]1)[N:20]=[N+:21]=[N-:22]. Starting materials: CS(=O)(=O)OCC1CC1c1cccc2c1CCO2, CN(C)C=O, ClCCl, [N-]=[N+]=[N-], [Na+].